This data is from the Open Reaction Database (ORD), a public repository of structured organic reaction records. The task is: describe an organic reaction: reactants, conditions, products, and yield The reactants are Cl (hydrochloric acid), BrC1=C(C=C(C=C1)C1=NOC(C1)(C(F)(F)F)C1=CC(=CC(=C1)Cl)Cl)C (3-(4-Bromo-3-methyl-phenyl)-5-(3,5-dichloro-phenyl)-5-trifluoromethyl-4,5-dihydro-isoxazole), C(CCCO)O.C(=C)OC=C (1,4-butandiol monovinyl ether), C1(CCCCC1)C(C1CCCCC1)N (dicylohexylmethylamine). The reagents and catalysts are [Pd] (palladium on charcoal), C1=CC=C(C=C1)P(CCCP(C2=CC=CC=C2)C3=CC=CC=C3)C4=CC=CC=C4 (1,3-bis(diphenylphosphine)propane). The solvent is C(C)(=O)OCC (ethyl acetate), C(CCC)O (n-butanol). The product is ClC=1C=C(C=C(C1)Cl)C1(CC(=NO1)C1=CC(=C(C=C1)C(C)=O)C)C(F)(F)F (1-{4-[5-(3,5-Dichloro-phenyl)-5-trifluoromethyl-4,5-dihydro-isoxazol-3-yl]-2-methyl-phenyl}-ethanone). Isolated yield 58.8%. Reaction SMILES: Br[C:2]1[CH:7]=[CH:6][C:5]([C:8]2[CH2:12][C:11]([C:17]3[CH:22]=[C:21]([Cl:23])[CH:20]=[C:19]([Cl:24])[CH:18]=3)([C:13]([F:16])([F:15])[F:14])[O:10][N:9]=2)=[CH:4][C:3]=1[CH3:25].C(O)C[CH2:28][CH2:29][OH:30].C(OC=C)=C.C1(C(N)C2CCCCC2)CCCCC1.Cl>[Pd].C1C=CC(P(C2C=CC=CC=2)CCCP(C2C=CC=CC=2)C2C=CC=CC=2)=CC=1.C(OCC)(=O)C.C(O)CCC>[Cl:24][C:19]1[CH:18]=[C:17]([C:11]2([C:13]([F:16])([F:15])[F:14])[O:10][N:9]=[C:8]([C:5]3[CH:6]=[CH:7][C:2]([C:29](=[O:30])[CH3:28])=[C:3]([CH3:25])[CH:4]=3)[CH2:12]2)[CH:22]=[C:21]([Cl:23])[CH:20]=1 |f:1.2|. Procedure details: A mixture of 3-(4-Bromo-3-methyl-phenyl)-5-(3,5-dichloro-phenyl)-5-trifluoromethyl-4,5-dihydro-isoxazole (500 mg), 1,4-butandiol-monovinyl ether (385 mg), 1,3-bis(diphenylphosphine)propane (dppp, 9 mg), palladium on charcoal (10%, 23 mg), dicylohexylmethylamine (259 mg) and n-butanol (3 mL) were stirred under an atmosphere of nitrogen at reflux over night. After cooling, ethyl acetate (30 mL) and aqueous hydrochloric acid (1 M, 20 mL) were added and the mixture was stirred at room temperature fo...